This data is from the Open Reaction Database (ORD), a public repository of structured organic reaction records. The task is: describe an organic reaction: reactants, conditions, products, and yield Starting materials: C(C)OC(=O)C1C(N(CCC1=O)C1CCCCC1)=O (1-Cyclohexyl-2,4-dioxo-piperidine-3-carboxylic acid ethyl ester), O (water). The solvent is [N+](=O)([O-])C (nitromethane). Yields the product C1(CCCCC1)N1C(CC(CC1)=O)=O (1-Cyclohexyl-piperidine-2,4-dione). RXN SMILES: C(OC([CH:6]1[C:11](=[O:12])[CH2:10][CH2:9][N:8]([CH:13]2[CH2:18][CH2:17][CH2:16][CH2:15][CH2:14]2)[C:7]1=[O:19])=O)C.O>[N+](C)([O-])=O>[CH:13]1([N:8]2[CH2:9][CH2:10][C:11](=[O:12])[CH2:6][C:7]2=[O:19])[CH2:18][CH2:17][CH2:16][CH2:15][CH2:14]1. Procedure details: 1-Cyclohexyl-2,4-dioxo-piperidine-3-carboxylic acid ethyl ester (3.1 g, 11.6 mmol) was heated with water (0.25 ml, 13.9 mmol) in nitromethane (30 ml) at 95° C. for 1 hour. The solution was concentrated to give an off-white solid weighing 2.3 g (93%). A sample was recrystallised from toluene. The reactants are ClC1=C(C(CN2C=NC=C2)OCC2=C(C=C(C=C2)Cl)Cl)C=CC(=C1)Cl (1-[2,4-dichloro-β-(2,4-dichlorobenzyloxy)phenethyl]-imidazole), [N+](=O)([O-])C1=C(CBr)C=CC=C1 (o-nitrobenzyl bromide). Product: [Br-].ClC1=C(C(C[N+]2=CN(C=C2)CC2=C(C=CC=C2)[N+](=O)[O-])OCC2=C(C=C(C=C2)Cl)Cl)C=CC(=C1)Cl (1-[2,4-Dichloro-β-(2,4-dichlorobenzyloxy)phenethyl]-3-(o-nitrobenzyl)imidazolium bromide). As a reaction SMILES: [Cl:1][C:2]1[CH:24]=[C:23]([Cl:25])[CH:22]=[CH:21][C:3]=1[CH:4]([O:11][CH2:12][C:13]1[CH:18]=[CH:17][C:16]([Cl:19])=[CH:15][C:14]=1[Cl:20])[CH2:5][N:6]1[CH:10]=[CH:9][N:8]=[CH:7]1.[N+:26]([C:29]1[CH:36]=[CH:35][CH:34]=[CH:33][C:30]=1[CH2:31][Br:32])([O-:28])=[O:27]>>[Br-:32].[Cl:1][C:2]1[CH:24]=[C:23]([Cl:25])[CH:22]=[CH:21][C:3]=1[CH:4]([O:11][CH2:12][C:13]1[CH:18]=[CH:17][C:16]([Cl:19])=[CH:15][C:14]=1[Cl:20])[CH2:5][N+:6]1[CH:10]=[CH:9][N:8]([CH2:31][C:30]2[CH:33]=[CH:34][CH:35]=[CH:36][C:29]=2[N+:26]([O-:28])=[O:27])[CH:7]=1 |f:2.3|. Reported procedure: mp. 138.5° -141° C., by the reaction of 1-[2,4-dichloro-β-(2,4-dichlorobenzyloxy)phenethyl]-imidazole and o-nitrobenzyl bromide. Reactants: ClC(=O)OC(Cl)(Cl)Cl (Trichloromethyl chloroformate), Cl.COC([C@@H](N)C(C)C)=O (L-valine methyl ester hydrochloride). Run in O1CCOCC1 (dioxane). The product is [N-]=C=O.COC([C@@H](N)C(C)C)=O (L-valine methyl ester isocyanate). RXN SMILES: ClC([O:4][C:5](Cl)(Cl)Cl)=O.Cl.[CH3:10][O:11][C:12](=[O:18])[C@H:13]([CH:15]([CH3:17])[CH3:16])[NH2:14]>O1CCOCC1>[N-:14]=[C:5]=[O:4].[CH3:10][O:11][C:12](=[O:18])[C@H:13]([CH:15]([CH3:17])[CH3:16])[NH2:14] |f:1.2,4.5|. Procedure: Trichloromethyl chloroformate (1.08 mL) was added to a stirred suspension of L-valine methyl ester hydrochloride (3.0 g, 17.9 mmol) in 10 mL dry dioxane. The mixture was refluxed for 1.5 h, concentrated, and the residue flash distilled (bath temperature 100°-125° C., 0.5 mm vacuum) to afford 1.0 g of L-valine methyl ester isocyanate. A solution of 0.55 g (3.5 mmol) of L-valine methyl ester isocyanate in 7.5 mL dry toluene was treated with 4M HCl in dioxane (79 mL, 0.315 mmol) at RT and stirred f... The reactants are FC1=C(N)C=CC(=C1)OC1=CC=C(C=C1)C=1N=C(NC1)COC1=CC=CC=C1 (2-fluoro-4-{4-[2-(phenoxymethyl)-1H-imidazol-4-yl]phenoxy}aniline), [N-](C#N)C#N.[Na+] (sodium dicyanamide). Solvent: CN(C=O)C (dimethylformamide), Cl (hydrochloric acid). Yields the product C(#N)N=C(NC1=C(C=C(C=C1)OC1=CC=C(C=C1)C=1N=C(NC1)COC1=CC=CC=C1)F)N (N″-cyano-N-(2-fluoro-4-{4-[2-(phenoxymethyl)-1H-imidazol-4-yl]phenoxy}phenyl)guanidine). Isolated yield 31.0%. Reaction SMILES: [F:1][C:2]1[CH:8]=[C:7]([O:9][C:10]2[CH:15]=[CH:14][C:13]([C:16]3[N:17]=[C:18]([CH2:21][O:22][C:23]4[CH:28]=[CH:27][CH:26]=[CH:25][CH:24]=4)[NH:19][CH:20]=3)=[CH:12][CH:11]=2)[CH:6]=[CH:5][C:3]=1[NH2:4].[N-:29]([C:32]#[N:33])[C:30]#[N:31].[Na+]>CN(C)C=O.Cl>[C:30]([N:29]=[C:32]([NH2:33])[NH:4][C:3]1[CH:5]=[CH:6][C:7]([O:9][C:10]2[CH:11]=[CH:12][C:13]([C:16]3[N:17]=[C:18]([CH2:21][O:22][C:23]4[CH:24]=[CH:25][CH:26]=[CH:27][CH:28]=4)[NH:19][CH:20]=3)=[CH:14][CH:15]=2)=[CH:8][C:2]=1[F:1])#[N:31] |f:1.2|. Procedure: In a sealed glass tube suitable for microwave heating, the compound 2-fluoro-4-{4-[2-(phenoxymethyl)-1H-imidazol-4-yl]phenoxy}aniline (0.1 g, 0.27 mmol) and sodium dicyanamide (37 mg, 0.4 mmol) in 2.5 ml of dimethylformamide and 0.5 ml of hydrochloric acid 1N are heated at 75° C. in a microwave oven (Biotage, Emrys Optimiser) for 900 seconds. The reaction medium is evaporated to dryness. After passing the residue obtained through a silica column (eluent dichloromethane/ethanol 93/7), a solid in ... The reactants are ClC1=NC(=CC=C1)CBr (2-chloro-6-(bromomethyl)pyridine), COCCNC (2-methoxy-N-methylethylamine), C([O-])([O-])=O.[K+].[K+] (potassium carbonate). Run in C(C)#N (acetonitrile). Reaction conditions: temperature 80 celsius. Product: ClC1=CC=CC(=N1)CN(C)CCOC ((6-Chloro-pyridin-2-ylmethyl)-(2-methoxy-ethyl)-methyl-amine). The yield is 93.9%. Reaction SMILES: [Cl:1][C:2]1[CH:7]=[CH:6][CH:5]=[C:4]([CH2:8]Br)[N:3]=1.[CH3:10][O:11][CH2:12][CH2:13][NH:14][CH3:15].C(=O)([O-])[O-].[K+].[K+]>C(#N)C>[Cl:1][C:2]1[N:3]=[C:4]([CH2:8][N:14]([CH2:13][CH2:12][O:11][CH3:10])[CH3:15])[CH:5]=[CH:6][CH:7]=1 |f:2.3.4|. Reported procedure: To a solution of 2-chloro-6-(bromomethyl)pyridine (490 mg, 2.37 mmole) in 5 mL of dry acetonitrile is added 0.51 mL (4.74 mmol) of 2-methoxy-N-methylethylamine and 328 mg (2.37 mmol) of potassium carbonate. The reaction is heated at 80° C. for 2 h. After cooling, the reaction mixture is quenched with 5 mL of water, extracted three-times with methylene chloride, and dried over sodium sulfate. Concentration of the solvent provided an oil which was purified by silica gel chromatography to provide 4... The reactants are C1CCOC1, COC(=O)COc1nc2sc(C(=O)NC3CC3)c(N)c2c(C)c1Cl, C[Si](C)(C)[O-], [K+]. Yields the product Cc1c(Cl)c(OCC(=O)O)nc2sc(C(=O)NC3CC3)c(N)c12. Reaction SMILES: [CH2:31]1[O:32][CH2:33][CH2:34][CH2:35]1.[CH3:1][O:2][C:3]([CH2:4][O:5][c:6]1[c:7]([Cl:23])[c:8]([CH3:22])[c:9]2[c:10]([n:11]1)[s:12][c:13]([C:16]([NH:17][CH:18]1[CH2:19][CH2:20]1)=[O:21])[c:14]2[NH2:15])=[O:24].[CH3:25][Si:26]([CH3:27])([CH3:28])[O-:29].[K+:30]>>[O:2]=[C:3]([CH2:4][O:5][c:6]1[c:7]([Cl:23])[c:8]([CH3:22])[c:9]2[c:10]([n:11]1)[s:12][c:13]([C:16]([NH:17][CH:18]1[CH2:19][CH2:20]1)=[O:21])[c:14]2[NH2:15])[OH:24]. The reactants are B, CCOC(=O)c1ccc(N(CC)C(=O)Cc2ccccc2OCc2ccccc2)cc1, C1CCOC1, Cl, C1CCOC1. The product is CCOC(=O)c1ccc(N(CC)CCc2ccccc2OCc2ccccc2)cc1. As a reaction SMILES: [BH3:37].[CH2:1]([c:2]1[cH:3][cH:4][cH:5][cH:6][cH:7]1)[O:8][c:9]1[c:10]([CH2:11][C:12](=[O:13])[N:14]([CH2:15][CH3:16])[c:17]2[cH:18][cH:19][c:20]([C:21](=[O:22])[O:23][CH2:24][CH3:25])[cH:26][cH:27]2)[cH:28][cH:29][cH:30][cH:31]1.[CH2:39]1[O:40][CH2:41][CH2:42][CH2:43]1.[ClH:38].[O:32]1[CH2:33][CH2:34][CH2:35][CH2:36]1>>[CH2:1]([c:2]1[cH:3][cH:4][cH:5][cH:6][cH:7]1)[O:8][c:9]1[c:10]([CH2:11][CH2:12][N:14]([CH2:15][CH3:16])[c:17]2[cH:18][cH:19][c:20]([C:21](=[O:22])[O:23][CH2:24][CH3:25])[cH:26][cH:27]2)[cH:28][cH:29][cH:30][cH:31]1. The reactants are C1=CC=CC2=CC=CC=C12 (naphthalene), Cl (hydrochloric acid), C1(CCC(=O)O1)=O (succinic anhydride), [Cl-].[Al+3].[Cl-].[Cl-] (aluminum chloride). Solvent: ClCCl (dichloromethane). Yields the product C1=C(C=CC2=CC=CC=C12)C(CCC(=O)O)=O (4-(2-naphthyl)4-oxobutyric acid). Isolated yield 59.3%. As a reaction SMILES: [CH:1]1[C:10]2[C:5](=[CH:6][CH:7]=[CH:8][CH:9]=2)[CH:4]=[CH:3][CH:2]=1.[C:11]1(=[O:17])[O:16][C:14](=[O:15])[CH2:13][CH2:12]1.[Cl-].[Al+3].[Cl-].[Cl-].Cl>ClCCl>[CH:9]1[C:10]2[C:5](=[CH:4][CH:3]=[CH:2][CH:1]=2)[CH:6]=[CH:7][C:8]=1[C:11](=[O:17])[CH2:12][CH2:13][C:14]([OH:16])=[O:15] |f:2.3.4.5|. Procedure details: To 900 ml of dichloromethane contained in a 3 liter, 3-neck flask equipped with a mechanical stirrer, drying tube and thermometer and surrounded by an ice water bath was added 290.0 g (2.26 moles) naphthalene. To the stirred suspension was added 145.2 g (1.44 moles) of succinic anhydride. A total of 400 g of aluminum chloride was then added in small increments over the next 41/2 hours while stirring and cooling in an ice water bath. The resulting amber brown-yellow reaction mixture was stirred a... Reactants: FC(OC1=C(OC2=NC=CC=C2N)C=CC=C1)(F)F (2-(2-(Trifluoromethoxy)phenoxy)pyridin-3-amine), C(=S)(C=1NC=CN1)C=1NC=CN1 (thiocarbonyl diimidazole). Run in C(Cl)Cl (DCM), C(Cl)Cl (DCM). Conditions: temperature 0 celsius, time 1 hour. The product is N(=C=S)C=1C(=NC=CC1)OC1=C(C=CC=C1)OC(F)(F)F (3-Isothiocyanato-2-(2-(trifluoromethoxy)phenoxy)pyridine). Reaction SMILES: [F:1][C:2]([F:19])([F:18])[O:3][C:4]1[CH:17]=[CH:16][CH:15]=[CH:14][C:5]=1[O:6][C:7]1[C:12]([NH2:13])=[CH:11][CH:10]=[CH:9][N:8]=1.[C:20](C1NC=CN=1)(C1NC=CN=1)=[S:21]>C(Cl)Cl>[N:13]([C:12]1[C:7]([O:6][C:5]2[CH:14]=[CH:15][CH:16]=[CH:17][C:4]=2[O:3][C:2]([F:1])([F:18])[F:19])=[N:8][CH:9]=[CH:10][CH:11]=1)=[C:20]=[S:21]. Procedure: A solution of 133a (16.21 mg, 0.0600 mmol) in anhydrous DCM (1.0 ml) was added dropwise to a cold solution of thiocarbonyl diimidazole (21.39 mg, 0.1200 mmol) in anhydrous DCM (0.50 ml). The reaction was stirred at 0° C. for 1 h and then warmed to rt with stirring for 2 h. The mixture was concentrated down to afford crude 133b which was taken directly onto the next step without purification. The reactants are [BH3-]C#N, CCOC(=O)c1ccc(N)cc1, CO, CC=O, Cl, [Na+]. The product is CCNc1ccc(C(=O)OCC)cc1. RXN SMILES: [C:13]([BH3-:14])#[N:15].[CH3:1][CH2:2][O:3][C:4](=[O:5])[c:6]1[cH:7][cH:8][c:9]([NH2:10])[cH:11][cH:12]1.[CH3:21][OH:22].[CH:18]([CH3:19])=[O:20].[ClH:17].[Na+:16]>>[CH3:1][CH2:2][O:3][C:4](=[O:5])[c:6]1[cH:7][cH:8][c:9]([NH:10][CH2:18][CH3:19])[cH:11][cH:12]1.